The task is: describe an organic reaction: reactants, conditions, products, and yield. This data is from the Open Reaction Database (ORD), a public repository of structured organic reaction records. Yield: 49.4%. Reactants: NC=1SC(=NN1)C (2-amino-5-methyl-1,3,4-thiadiazole), C(C)(=O)OC(C)=O (acetic anhydride), [N+](=O)([O-])C1=CC=C(C=O)C=C1 (p-nitrobenzaldehyde). As a reaction SMILES: [NH2:1][C:2]1[S:3][C:4]([CH3:7])=[N:5][N:6]=1.[N+:8]([C:11]1[CH:18]=[CH:17][C:14]([CH:15]=O)=[CH:13][CH:12]=1)([O-:10])=[O:9].[C:19](OC(=O)C)(=[O:21])[CH3:20]>>[C:19]([NH:1][C:2]1[S:3][C:4]([CH:7]=[CH:15][C:14]2[CH:17]=[CH:18][C:11]([N+:8]([O-:10])=[O:9])=[CH:12][CH:13]=2)=[N:5][N:6]=1)(=[O:21])[CH3:20]. The product is C(C)(=O)NC1=NN=C(S1)C=CC1=CC=C(C=C1)[N+](=O)[O-] (β-(5-acetamido-1,3,4-thiadiazol-2-yl)-p-nitrostyrene). Reported procedure: A mixture of 21.4 g (0.186 m) of 2-amino-5-methyl-1,3,4-thiadiazole and 380 ml of acetic anhydride was refluxed 1 hr., after which 28.0 g (0.186 m) of p-nitrobenzaldehyde was added and the reaction mixture was refluxed for an additional 16 hrs. After cooling, the solid product was collected on a Buchner funnel, washed in acetone, and air-dried to yield 26.6 g (0.092 m, 49.4%) of the acetamide as a light yellow powder. Purification by washing in hot acetone/dimethylformamide (50/50) yielded small... Starting materials: CO, NC(=O)c1cccc(OCCCCCC=Cc2ccsc2)c1. Yields the product NC(=O)c1cccc(OCCCCCCCc2ccsc2)c1. RXN SMILES: [CH3:23][OH:24].[s:1]1[cH:2][c:3]([CH:6]=[CH:7][CH2:8][CH2:9][CH2:10][CH2:11][CH2:12][O:13][c:14]2[cH:15][c:16]([C:20](=[O:21])[NH2:22])[cH:17][cH:18][cH:19]2)[cH:4][cH:5]1>>[s:1]1[cH:2][c:3]([CH2:6][CH2:7][CH2:8][CH2:9][CH2:10][CH2:11][CH2:12][O:13][c:14]2[cH:15][c:16]([C:20](=[O:21])[NH2:22])[cH:17][cH:18][cH:19]2)[cH:4][cH:5]1.